Dataset: the Open Reaction Database (ORD), a public repository of structured organic reaction records. Task: describe an organic reaction: reactants, conditions, products, and yield Reactants: C1COCCO1, CN1CCOCC1, NC1(c2cccc(Cl)c2)CCC1, N#CN=C(Nc1cccnc1)Oc1ccccc1. Product: N#CN=C(Nc1cccnc1)NC1(c2cccc(Cl)c2)CCC1. As a reaction SMILES: [CH2:38]1[O:39][CH2:40][CH2:41][O:42][CH2:43]1.[CH3:31][N:32]1[CH2:33][CH2:34][O:35][CH2:36][CH2:37]1.[Cl:19][c:20]1[cH:21][c:22]([C:26]2([NH2:30])[CH2:27][CH2:28][CH2:29]2)[cH:23][cH:24][cH:25]1.[n:1]1[cH:2][c:3]([NH:7][C:8]([O:9][c:10]2[cH:11][cH:12][cH:13][cH:14][cH:15]2)=[N:16][C:17]#[N:18])[cH:4][cH:5][cH:6]1>>[n:1]1[cH:2][c:3]([NH:7][C:8](=[N:16][C:17]#[N:18])[NH:30][C:26]2([c:22]3[cH:21][c:20]([Cl:19])[cH:25][cH:24][cH:23]3)[CH2:27][CH2:28][CH2:29]2)[cH:4][cH:5][cH:6]1.